From a dataset of the Open Reaction Database (ORD), a public repository of structured organic reaction records. describe an organic reaction: reactants, conditions, products, and yield Reactants: N1CCOCC1 (morpholine), C(C)N(C1=NN2C(C=CC(=C2)NC(=O)C2=C(C=NN2C)C(=O)O)=N1)CC (5-(2-diethylamino-[1,2,4]triazolo[1,5-a]pyridin-6-ylcarbamoyl)-1-methyl-1H-pyrazole-4-carboxylic acid), solid. The product is C(C)N(C1=NN2C(C=CC(=C2)NC(=O)C=2N(N=CC2C(=O)N2CCOCC2)C)=N1)CC (2-Methyl-4-(morpholine-4-carbonyl)-2H-pyrazole-3-carboxylic acid (2-diethylamino-[1,2,4]triazolo [1,5-a]pyridin-6-yl)-amide). RXN SMILES: [NH:1]1[CH2:6][CH2:5][O:4][CH2:3][CH2:2]1.[CH2:7]([N:9]([CH2:31][CH3:32])[C:10]1[N:30]=[C:13]2[CH:14]=[CH:15][C:16]([NH:18][C:19]([C:21]3[N:25]([CH3:26])[N:24]=[CH:23][C:22]=3[C:27](O)=[O:28])=[O:20])=[CH:17][N:12]2[N:11]=1)[CH3:8]>>[CH2:31]([N:9]([CH2:7][CH3:8])[C:10]1[N:30]=[C:13]2[CH:14]=[CH:15][C:16]([NH:18][C:19]([C:21]3[N:25]([CH3:26])[N:24]=[CH:23][C:22]=3[C:27]([N:1]3[CH2:6][CH2:5][O:4][CH2:3][CH2:2]3)=[O:28])=[O:20])=[CH:17][N:12]2[N:11]=1)[CH3:32]. Reported procedure: Using morpholine and 5-(2-diethylamino-[1,2,4]triazolo[1,5-a]pyridin-6-ylcarbamoyl)-1-methyl-1H-pyrazole-4-carboxylic acid, the title compound was prepared in the same manner as described for example 2. White solid (65 mg, 94%). MS: m/z=357 (M+H+). Starting materials: COCCOCCOC, CCOC(C)=O, CCOC(=O)c1ccc(F)cc1F, [K+], [K+], [K+], Nc1ccc(O)c(Cl)c1, O=P([O-])([O-])[O-]. Yields the product CCOC(=O)c1ccc(F)cc1Oc1ccc(N)cc1Cl. Reaction SMILES: [CH3:31][O:32][CH2:33][CH2:34][O:35][CH2:36][CH2:37][O:38][CH3:39].[CH3:40][CH2:41][O:42][C:43](=[O:44])[CH3:45].[F:1][c:2]1[c:3]([C:4](=[O:5])[O:6][CH2:7][CH3:8])[cH:9][cH:10][c:11]([F:13])[cH:12]1.[K+:28].[K+:29].[K+:30].[NH2:14][c:15]1[cH:16][c:17]([Cl:22])[c:18]([OH:21])[cH:19][cH:20]1.[P:23]([O-:24])([O-:25])([O-:26])=[O:27]>>[c:2]1([O:21][c:18]2[c:17]([Cl:22])[cH:16][c:15]([NH2:14])[cH:20][cH:19]2)[c:3]([C:4](=[O:5])[O:6][CH2:7][CH3:8])[cH:9][cH:10][c:11]([F:13])[cH:12]1. Reactants: BrC=1C=C(C2=C(C=CO2)C1)C=O (5-bromo-benzofuran-7-carbaldehyde), CN1N=NC=C1[Sn](CCCC)(CCCC)CCCC (1-methyl-5-tributylstannanyl-1H-[1,2,3]-triazole). The reagents and catalysts are C1=CC=C(C=C1)P(C2=CC=CC=C2)C3=CC=CC=C3.C1=CC=C(C=C1)P(C2=CC=CC=C2)C3=CC=CC=C3.Cl[Pd]Cl (bis(triphenylphosphine)palladium (II) chloride). Solvent: C([O-])(O)=O.[Na+] (sodium bicarbonate), C1(=CC=CC=C1)C (toluene). The product is CN1N=NC=C1C=1C=C(C2=C(C=CO2)C1)C=O (5-(1-Methyl-1H-[1,2,3]triazol-5-yl)-benzofuran-7-carbaldehyde). Yield: 251.5%. Reaction SMILES: Br[C:2]1[CH:3]=[C:4]([CH:11]=[O:12])[C:5]2[O:9][CH:8]=[CH:7][C:6]=2[CH:10]=1.[CH3:13][N:14]1[C:18]([Sn](CCCC)(CCCC)CCCC)=[CH:17][N:16]=[N:15]1>C1(C)C=CC=CC=1.C(=O)(O)[O-].[Na+].C1C=CC(P(C2C=CC=CC=2)C2C=CC=CC=2)=CC=1.C1C=CC(P(C2C=CC=CC=2)C2C=CC=CC=2)=CC=1.Cl[Pd]Cl>[CH3:13][N:14]1[C:18]([C:2]2[CH:3]=[C:4]([CH:11]=[O:12])[C:5]3[O:9][CH:8]=[CH:7][C:6]=3[CH:10]=2)=[CH:17][N:16]=[N:15]1 |f:3.4,5.6.7|. Reported procedure: A mixture of 5-bromo-benzofuran-7-carbaldehyde (0.315 g), 1-methyl-5-tributylstannanyl-1H-[1,2,3]-triazole (0.525 g) and bis(triphenylphosphine)palladium (II) chloride (0.05 g) in toluene (7 ml) was stirred and refluxed under nitrogen for 5 h. The cooled mixture was diluted with 8% sodium bicarbonate (30 ml) and extracted with ethyl acetate (3×25 ml). The combined extracts were dried (MgSO4) and the solvent removed in vacuo to give a yellow solid (0.8 g). Purification by FCC, eluting with ethyl ... The reactants are FCC(CC#C)(CCCC)O (4-fluoromethyl-4-hydroxy-1-octyne), C[Si](Cl)(C)C (trimethylchlorosilane), ice, N1C=NC=C1 (imidazole), CN(C=O)C (dimethylformamide). The solvent is CCCCCC (hexane). Product: FCC(CC#C)(CCCC)O[Si](C)(C)C (4-Fluoromethyl-4-trimethylsilyloxy-1-octyne). Reaction SMILES: [F:1][CH2:2][C:3]([OH:11])([CH2:7][CH2:8][CH2:9][CH3:10])[CH2:4][C:5]#[CH:6].N1C=CN=C1.CN(C)C=O.[CH3:22][Si:23]([CH3:26])([CH3:25])Cl>CCCCCC>[F:1][CH2:2][C:3]([O:11][Si:23]([CH3:26])([CH3:25])[CH3:22])([CH2:7][CH2:8][CH2:9][CH3:10])[CH2:4][C:5]#[CH:6]. Procedure: To a solution of 4.38 g. of 4-fluoromethyl-4-hydroxy-1-octyne and 4.8 g. of imidazole in 19 ml. of dimethylformamide, cooled in an ice bath under nitrogen is added 4.5 ml. of trimethylchlorosilane via a syringe during a few minutes. The mixture is stirred in the ice bath for 30 minutes and then at room temperature under nitrogen overnight. The solution is poured into hexane, washed with saturated aqueous sodium bicarbonate, water, then brine and dried over anhydrous sodium sulfate. The solvents ... Starting materials: BrCC(=O)Br (2-bromoacetyl bromide), C1(CCCC2=CC=CC=C12)N (rac-1,2,3,4-tetrahydro-naphthalen-1-ylamine), COC=1C=C(CC2NCCSC3=C2C=C(C(=C3)OC)OC)C=CC1OC (9-(3,4-dimethoxy-benzyl)-2,3-dimethoxy-6,7,8,9-tetrahydro-5-thia-8-aza-benzocycloheptene). Product: COC=1C=C(CC2N(CCSC3=C2C=C(C(=C3)OC)OC)CC(=O)NC3CCCC2=CC=CC=C32)C=CC1OC (2-[9-(3,4-Dimethoxy-benzyl)-2,3-dimethoxy-6,7-dihydro-9H-5-thia-8-aza-benzocyclohepten-8-yl]-N-(1,2,3,4-tetrahydro-naphthalen-1-yl)-acetamide). Reaction SMILES: Br[CH2:2][C:3](Br)=[O:4].[CH:6]1([NH2:16])[C:15]2[C:10](=[CH:11][CH:12]=[CH:13][CH:14]=2)[CH2:9][CH2:8][CH2:7]1.[CH3:17][O:18][C:19]1[CH:20]=[C:21]([CH:38]=[CH:39][C:40]=1[O:41][CH3:42])[CH2:22][CH:23]1[C:29]2[CH:30]=[C:31]([O:36][CH3:37])[C:32]([O:34][CH3:35])=[CH:33][C:28]=2[S:27][CH2:26][CH2:25][NH:24]1>>[CH3:17][O:18][C:19]1[CH:20]=[C:21]([CH:38]=[CH:39][C:40]=1[O:41][CH3:42])[CH2:22][CH:23]1[C:29]2[CH:30]=[C:31]([O:36][CH3:37])[C:32]([O:34][CH3:35])=[CH:33][C:28]=2[S:27][CH2:26][CH2:25][N:24]1[CH2:2][C:3]([NH:16][CH:6]1[C:15]2[C:10](=[CH:11][CH:12]=[CH:13][CH:14]=2)[CH2:9][CH2:8][CH2:7]1)=[O:4]. Reported procedure: prepared by reaction of 2-bromoacetyl bromide with rac-1,2,3,4-tetrahydro-naphthalen-1-ylamine and 9-(3,4-dimethoxy-benzyl)-2,3-dimethoxy-6,7,8,9-tetrahydro-5-thia-8-aza-benzocycloheptene. The reactants are O=C(OCc1ccccc1)C(Cc1ccccc1)NC(=O)N1CCSCC1, CO, [Na+], [OH-], O. Yields the product O=C(O)C(Cc1ccccc1)NC(=O)N1CCSCC1. As a reaction SMILES: [CH2:1]([c:2]1[cH:3][cH:4][cH:5][cH:6][cH:7]1)[O:8][C:9]([CH:10]([NH:11][C:12](=[O:13])[N:14]1[CH2:15][CH2:16][S:17][CH2:18][CH2:19]1)[CH2:20][c:21]1[cH:22][cH:23][cH:24][cH:25][cH:26]1)=[O:27].[CH3:30][OH:31].[Na+:29].[OH-:28].[OH2:32]>>[O:8]=[C:9]([CH:10]([NH:11][C:12](=[O:13])[N:14]1[CH2:15][CH2:16][S:17][CH2:18][CH2:19]1)[CH2:20][c:21]1[cH:22][cH:23][cH:24][cH:25][cH:26]1)[OH:27].